This data is from the Open Reaction Database (ORD), a public repository of structured organic reaction records. The task is: describe an organic reaction: reactants, conditions, products, and yield The reactants are CO\N=C(/COC1=CC=C(C=C1)CO)\C1=CC=CC=C1 ((1Z)-2-[4-(hydroxymethyl)phenoxy]-1-phenylethanone O-methyloxime), C(#N)C(CC(=O)OCC)(C)C1=CC=C(C=C1)O (ethyl 3-cyano-3-(4-hydroxyphenyl)butanoate). The product is C(#N)C(CC(=O)O)(C)C1=CC=C(C=C1)OCC1=CC=C(C=C1)OC\C(\C1=CC=CC=C1)=N/OC (3-Cyano-3-{4-[(4-{[(2Z)-2-(methoxyimino)-2-phenylethyl]oxy}benzyl)oxy]phenyl}butanoic acid). Isolated yield 57.5%. As a reaction SMILES: [CH3:1][O:2]/[N:3]=[C:4](/[C:15]1[CH:20]=[CH:19][CH:18]=[CH:17][CH:16]=1)\[CH2:5][O:6][C:7]1[CH:12]=[CH:11][C:10]([CH2:13][OH:14])=[CH:9][CH:8]=1.[C:21]([C:23]([C:31]1[CH:36]=[CH:35][C:34](O)=[CH:33][CH:32]=1)([CH3:30])[CH2:24][C:25]([O:27]CC)=[O:26])#[N:22]>>[C:21]([C:23]([C:31]1[CH:36]=[CH:35][C:34]([O:14][CH2:13][C:10]2[CH:11]=[CH:12][C:7]([O:6][CH2:5]/[C:4](=[N:3]\[O:2][CH3:1])/[C:15]3[CH:20]=[CH:19][CH:18]=[CH:17][CH:16]=3)=[CH:8][CH:9]=2)=[CH:33][CH:32]=1)([CH3:30])[CH2:24][C:25]([OH:27])=[O:26])#[N:22]. Procedure details: Compound 59 was synthesized from (1Z)-2-[4-(hydroxymethyl)phenoxy]-1-phenylethanone O-methyloxime (2.34 g, 8.66 mmol) and ethyl 3-cyano-3-(4-hydroxyphenyl)butanoate (2.4 g, 9.6 mmol) by following the procedure described in scheme 18 (0.15 g, yield: 57.47%); Purity: 98.34%. The reactants are FC1=CC=C(C=C1)I (1-fluoro-4-iodobenzene), O1C=NC=C1 (oxazole). Reagents/catalysts: [Cu](I)I (copper iodide), C(C)(=O)[O-].[Pd+2].C(C)(=O)[O-] (palladium (II) acetate). Solvent: CN(C)C=O (DMF). The product is FC1=CC=C(C=C1)C=1OC=CN1 (2-(4-fluorophenyl)oxazole). Yield: 25539.1%. RXN SMILES: [F:1][C:2]1[CH:7]=[CH:6][C:5](I)=[CH:4][CH:3]=1.[O:9]1[CH:13]=[CH:12][N:11]=[CH:10]1>CN(C=O)C.[Cu](I)I.C([O-])(=O)C.[Pd+2].C([O-])(=O)C>[F:1][C:2]1[CH:7]=[CH:6][C:5]([C:10]2[O:9][CH:13]=[CH:12][N:11]=2)=[CH:4][CH:3]=1 |f:4.5.6|. Procedure: A solution of 1-fluoro-4-iodobenzene (1 g, 0.0144 mmol) in DMF (15 mL) was purged with argon, and oxazole (6.4 g/3.3 mL, 0.02898 mmol), copper iodide (5.5 g, 0.02898 mmol) and palladium (II) acetate (0.15 g, 0.000724 mmol) was added. The reaction mixture was purged with argon for 5 min and refluxed under argon for 12 h. The solution was cooled to room temperature and diluted with ice cold water (100 mL). The reaction mixture was extracted with ethyl acetate (200 mL) and filtered through Celite® ...